describe an organic reaction: reactants, conditions, products, and yield From a dataset of the Open Reaction Database (ORD), a public repository of structured organic reaction records. The reactants are C(CCCCCCCCCCC)NCCCN (N-dodecyl-1,3-propanediamine), C1(CCCCC1)=O (cyclohexanone). Yields the product C1(CCCCC1)NCCCNCCCCCCCCCCCC (N-Cyclohexyl-N'-dodecyl-1,3-propanediamine). As a reaction SMILES: [CH2:1]([NH:13][CH2:14][CH2:15][CH2:16][NH2:17])[CH2:2][CH2:3][CH2:4][CH2:5][CH2:6][CH2:7][CH2:8][CH2:9][CH2:10][CH2:11][CH3:12].[C:18]1(=O)[CH2:23][CH2:22][CH2:21][CH2:20][CH2:19]1>>[CH:18]1([NH:17][CH2:16][CH2:15][CH2:14][NH:13][CH2:1][CH2:2][CH2:3][CH2:4][CH2:5][CH2:6][CH2:7][CH2:8][CH2:9][CH2:10][CH2:11][CH3:12])[CH2:23][CH2:22][CH2:21][CH2:20][CH2:19]1. Procedure details: Following the general procedure of Example 33, but starring with N-dodecyl-1,3-propanediamine and cyclohexanone, the tide compound is produced; IR nmax (neat) 3292, 2925, 2854, 2810, 1466, 1450, 1367, 1130 and 721 cm-1. (PLA2)